From a dataset of the Open Reaction Database (ORD), a public repository of structured organic reaction records. describe an organic reaction: reactants, conditions, products, and yield Starting materials: O (water), ON1N=NC2=C1C=CC=C2 (1-Hydroxybenzotriazole), C(CCCCCCC)OCC1=CC=CC(=N1)C(=O)O (6-octyloxymethylpicolinic acid), Cl.C(C)N=C=NCCCN(C)C (1-ethyl-3-(3′-dimethylaminopropyl)carbodiimide hydrochloride). Solvent: ClCCl (dichloromethane). Conditions: time 3 hour. Product: C(CCCCCCC)OCC1=CC=CC(=N1)C(=O)N1N=[N+](C2=C1C=CC=C2)[O-] (1-(6-Octyloxymethylpicolinoyl)benzotriazole 3-oxide). Isolated yield 101.3%. As a reaction SMILES: [OH:1][N:2]1[C:6]2[CH:7]=[CH:8][CH:9]=[CH:10][C:5]=2[N:4]=[N:3]1.[CH2:11]([O:19][CH2:20][C:21]1[N:26]=[C:25]([C:27](O)=[O:28])[CH:24]=[CH:23][CH:22]=1)[CH2:12][CH2:13][CH2:14][CH2:15][CH2:16][CH2:17][CH3:18].Cl.C(N=C=NCCCN(C)C)C.O>ClCCl>[CH2:11]([O:19][CH2:20][C:21]1[N:26]=[C:25]([C:27]([N:4]2[C:5]3[CH:10]=[CH:9][CH:8]=[CH:7][C:6]=3[N+:2]([O-:1])=[N:3]2)=[O:28])[CH:24]=[CH:23][CH:22]=1)[CH2:12][CH2:13][CH2:14][CH2:15][CH2:16][CH2:17][CH3:18] |f:2.3|. Procedure details: To a suspension of 1-Hydroxybenzotriazole (0.283 g) and 6-octyloxymethylpicolinic acid (0.505 g) in dichloromethane (15 ml) was added 1-ethyl-3-(3′-dimethylaminopropyl)carbodiimide hydrochloride (WSCD.HCl) (0.473 g), and stirred for 3 hours at ambient temperature. The reaction mixture was poured into water. The organic layer was taken, and dried over magnesium sulfate. The magnesium sulfate was filtered off, and the filtrate was evaporated under reduced pressure to give 1-(6-Octyloxymethylpicoli...